From a dataset of the Open Reaction Database (ORD), a public repository of structured organic reaction records. describe an organic reaction: reactants, conditions, products, and yield Starting materials: CC(=CCCN1CCC(CC1)NC(C(C1=NC=CC=C1)(O)C1CCCC1)=O)C (N-[1-(4-Methyl -3-pentenyl)piperidin-4-yl]-2-cyclopentyl-2-hydroxy-2-(2-pyridyl)acetamide), Cl.Cl.NC1CCN(CC1)CC1CCCCCC1 (4-amino-1-(cycloheptylmethyl)piperidine dihydrochloride). Product: C1(CCCCCC1)CN1CCC(CC1)NC(C(C1=NC=CC=C1)(O)C1CCCC1)=O (N-[1-(Cycloheptylmethyl)piperidin-4-yl]-2-cyclopentyl-2-hydroxy-2-(2-pyridyl)acetamide). As a reaction SMILES: [CH3:1][C:2](C)=[CH:3][CH2:4][CH2:5][N:6]1[CH2:11][CH2:10][CH:9]([NH:12][C:13](=[O:27])[C:14]([CH:22]2[CH2:26][CH2:25][CH2:24][CH2:23]2)([OH:21])[C:15]2[CH:20]=[CH:19][CH:18]=[CH:17][N:16]=2)[CH2:8][CH2:7]1.Cl.Cl.N[CH:32]1[CH2:37]CN(CC2CCCCCC2)C[CH2:33]1>>[CH:4]1([CH2:5][N:6]2[CH2:11][CH2:10][CH:9]([NH:12][C:13](=[O:27])[C:14]([CH:22]3[CH2:23][CH2:24][CH2:25][CH2:26]3)([OH:21])[C:15]3[CH:20]=[CH:19][CH:18]=[CH:17][N:16]=3)[CH2:8][CH2:7]2)[CH2:37][CH2:32][CH2:33][CH2:1][CH2:2][CH2:3]1 |f:1.2.3|. Procedure: The title compound was prepared in the same manner as described in Sept 4 of Example 22 using 2-cyclopentyl-2-hydroxy-2-(2-pyridyl)acetic acid obtained in Example 52 and 4-amino-1-(cycloheptylmethyl)piperidine dihydrochloride. Reactants: NC1=C(NC2=C(C=CC(=C12)C)C)C(=O)OC (methyl 3-amino-4,7-dimethylindole-2-carboxylate), N1=CC=CC=C1 (pyridine), ice water, solution, ClC(=O)OC (methyl chloroformate). Solvent: C1CCOC1 (THF), C1CCOC1 (THF). Run at time 1 hour. Yields the product COC(=O)NC1=C(NC2=C(C=CC(=C12)C)C)C(=O)OC (methyl 3-((methoxycarbonyl)amino)-4,7-dimethylindole-2-carboxylate). The yield is 79.0%. RXN SMILES: [NH2:1][C:2]1[C:10]2[C:5](=[C:6]([CH3:12])[CH:7]=[CH:8][C:9]=2[CH3:11])[NH:4][C:3]=1[C:13]([O:15][CH3:16])=[O:14].N1C=CC=CC=1.Cl[C:24]([O:26][CH3:27])=[O:25]>C1COCC1>[CH3:27][O:26][C:24]([NH:1][C:2]1[C:10]2[C:5](=[C:6]([CH3:12])[CH:7]=[CH:8][C:9]=2[CH3:11])[NH:4][C:3]=1[C:13]([O:15][CH3:16])=[O:14])=[O:25]. Procedure details: A mixture of 0.6 g (2.75 mmol) of methyl 3-amino-4,7-dimethylindole-2-carboxylate, 0.22 ml (3.3 mmol) of pyridine and 15 ml of anhydrous THF was prepared. 10 ml of a solution of 0.26 ml (3.3 mmol) of methyl chloroformate in anhydrous THF was added dropwise at 0° C. over a period of 15 minutes and the reaction mixture was stirred for 1 hour. The reaction mixture was poured into 150 ml of ice water and extracted with 30 ml of ethyl acetate three times. The ethyl acetate layers were combined, dried...